Dataset: the Open Reaction Database (ORD), a public repository of structured organic reaction records. Task: describe an organic reaction: reactants, conditions, products, and yield Reactants: C[Sn](C1=C(C=C(C=C1)N1CO[C@H](C1)CC(C(=O)N)=O)F)(C)C ((S)-3-(4-trimethylstannyl-3-fluorophenyl)-2-oxo-5-oxazolidinylmethyl acetamide), OCC=1N=C(SC1)C1=CC=C(C=C1)Br (4-(4-hydroxymethylthiazol-2-yl)-bromobenzene). Product: OCC=1N=C(SC1)C1=CC=C(C=C1)C1=C(C=C(C=C1)N1CO[C@H](C1)CC(C(=O)N)=O)F ((S)-3-(4-(4-(4-hydroxymethylthiazol-2-yl)phenyl)-3-fluorophenyl)-2-oxo-5-oxazolidinylmethyl acetamide). Reaction SMILES: C[Sn](C)(C)[C:3]1[CH:8]=[CH:7][C:6]([N:9]2[CH2:13][C@H:12]([CH2:14][C:15](=[O:19])[C:16]([NH2:18])=[O:17])[O:11][CH2:10]2)=[CH:5][C:4]=1[F:20].[OH:23][CH2:24][C:25]1[N:26]=[C:27]([C:30]2[CH:35]=[CH:34][C:33](Br)=[CH:32][CH:31]=2)[S:28][CH:29]=1>>[OH:23][CH2:24][C:25]1[N:26]=[C:27]([C:30]2[CH:31]=[CH:32][C:33]([C:3]3[CH:8]=[CH:7][C:6]([N:9]4[CH2:13][C@H:12]([CH2:14][C:15](=[O:19])[C:16]([NH2:18])=[O:17])[O:11][CH2:10]4)=[CH:5][C:4]=3[F:20])=[CH:34][CH:35]=2)[S:28][CH:29]=1. Reported procedure: With the exception of using (S)-3-(4-trimethylstannyl-3-fluorophenyl)-2-oxo-5-oxazolidinylmethyl acetamide as a starting material and 4-(4-hydroxymethylthiazol-2-yl)-bromobenzene, the same procedure as in Example 1 was conducted to prepare the title compound. Reactants: OC(CCC)C1=CC=C(OCC2=C(SC=C2)C(=O)O)C=C1 (3-[4-(1-hydroxybutyl)phenoxy]methyl-2-thiophenecarboxylic acid), FC(C(=O)OC(C(F)(F)F)=O)(F)F (trifluoroacetic anhydride), [K+].[Br-] (KBr). The solvent is ClCCl (dichloromethane), C(Cl)Cl (CH2Cl2), C(C)(=O)OCC (ethyl acetate). Run at time 2 day. The product is FC(C(=O)OCCCCC=1C=CC2=C(C(C3=C(CO2)C=CS3)=O)C1)(F)F (4-(4,10-Dihydro-10-oxothieno[3,2-c][1]benzoxepin-8-yl)-butyl trifluoroacetate). As a reaction SMILES: O[CH:2]([C:6]1[CH:21]=[CH:20][C:9]([O:10][CH2:11][C:12]2[CH:16]=[CH:15][S:14][C:13]=2[C:17]([OH:19])=O)=[CH:8][CH:7]=1)[CH2:3][CH2:4][CH3:5].[F:22][C:23]([F:34])([F:33])[C:24]([O:26]C(=O)C(F)(F)F)=[O:25].[K+].[Br-]>ClCCl.C(OCC)(=O)C>[F:22][C:23]([F:34])([F:33])[C:24]([O:26][CH2:5][CH2:4][CH2:3][CH2:2][C:6]1[CH:7]=[CH:8][C:9]2[O:10][CH2:11][C:12]3[CH:16]=[CH:15][S:14][C:13]=3[C:17](=[O:19])[C:20]=2[CH:21]=1)=[O:25] |f:2.3|. Procedure: A stirred suspension of 14.33 g (0.468 mol) of 3-[4-(1-hydroxybutyl)phenoxy]methyl-2-thiophenecarboxylic acid and 150 ml of anhydrous CH2Cl2 was treated with one portion of trifluoroacetic anhydride (22.60 g, 0.107 mol). The suspended material rapidly dissolved and the stirred solution was heated under reflux for four hours. After standing two days at ambient temperature, the reaction was quenched with water (70 ml) and washed with 50 ml of 5% NaHCO3 solution. The dried (Na2SO4) organic phase wa...